Dataset: the Open Reaction Database (ORD), a public repository of structured organic reaction records. Task: describe an organic reaction: reactants, conditions, products, and yield Starting materials: Cc1ccc(N2C(=O)c3ccccc3C2=O)nc1Br, CCCC[Sn](CCCC)(CCCC)c1ccccn1, Cc1ccccc1, CCOC(C)=O. Product: Cc1ccc(N2C(=O)c3ccccc3C2=O)nc1-c1ccccn1. RXN SMILES: [Br:1][c:2]1[c:3]([CH3:19])[cH:4][cH:5][c:6]([N:8]2[C:9](=[O:18])[c:10]3[cH:11][cH:12][cH:13][cH:14][c:15]3[C:16]2=[O:17])[n:7]1.[CH2:20]([Sn:21]([CH2:22][CH2:23][CH2:24][CH3:31])([c:25]1[n:26][cH:27][cH:28][cH:29][cH:30]1)[CH2:32][CH2:33][CH2:34][CH3:35])[CH2:36][CH2:37][CH3:38].[CH3:39][c:40]1[cH:41][cH:42][cH:43][cH:44][cH:45]1.[CH3:46][CH2:47][O:48][C:49](=[O:50])[CH3:51]>>[c:2]1(-[c:25]2[n:26][cH:27][cH:28][cH:29][cH:30]2)[c:3]([CH3:19])[cH:4][cH:5][c:6]([N:8]2[C:9](=[O:18])[c:10]3[cH:11][cH:12][cH:13][cH:14][c:15]3[C:16]2=[O:17])[n:7]1. Reactants: [Al] (aluminum), C(C#C)Br (propargyl bromide), ClC1=CC=C(OC(C(C(C)(C)C)=O)N2N=CN=C2)C=C1 (1-(4-chlorophenoxy)-3,3-dimethyl-1-(1H-1,2,4-triazol-1-yl)-butan-2-one), [Cl-].[NH4+] (ammonium chloride), II (iodine). Reagents/catalysts: [Hg](Cl)Cl (mercury (II) chloride). The solvent is O1CCCC1 (tetrahydrofuran), O1CCCC1 (tetrahydrofuran), O1CCCC1 (tetrahydrofuran). Run at temperature -60 celsius, time 12 hour. The product is CC(C(CC#C)O)(C)C (5,5-dimethyl-1-hexyn-4-ol). RXN SMILES: [Al].II.[CH2:4](Br)[C:5]#C.ClC1C=CC(O[CH:14](N2C=NC=N2)[C:15](=[O:20])[C:16]([CH3:19])([CH3:18])[CH3:17])=CC=1.[Cl-].[NH4+]>O1CCCC1.[Hg](Cl)Cl>[CH3:19][C:16]([CH3:17])([CH3:18])[CH:15]([OH:20])[CH2:14][C:4]#[CH:5] |f:4.5|. Procedure details: 26 g (0.96 mol) of aluminum flakes were covered with a layer of 120 ml of tetrahydrofuran, and a few grains of iodine and a pinch of mercury (II) chloride were added. After 12 hours, a solution of 169 g (1.42 mol) of propargyl bromide in 170 ml of tetrahydrofuran was added dropwise at 60° C., while stirring vigorously. The mixture was then cooled to -60° C., and in the course of 2 hours, a solution of 293.8 g (1 mol) of 1-(4-chlorophenoxy)-3,3-dimethyl-1-(1H-1,2,4-triazol-1-yl)-butan-2-one in 33...